This data is from the Open Reaction Database (ORD), a public repository of structured organic reaction records. The task is: describe an organic reaction: reactants, conditions, products, and yield The reactants are CC(=O)NCC(CCl)OC(C)=O, O=C(Nc1ccc2c(c1)CCOC2)OCc1ccccc1, CO, CN(C)C=O. Yields the product CC(=O)NCC1CN(c2ccc3c(c2)CCOC3)C(=O)O1. RXN SMILES: [C:24](=[O:26])([O:27][CH:28]([CH2:29][NH:30][C:31]([CH3:32])=[O:33])[CH2:34][Cl:25])[CH3:35].[CH2:1]1[O:2][CH2:3][CH2:4][c:5]2[c:6]1[cH:7][cH:8][c:9]([NH:11][C:12](=[O:13])[O:14][CH2:15][c:16]1[cH:17][cH:18][cH:19][cH:20][cH:21]1)[cH:10]2.[CH3:22][OH:23].[O:36]=[CH:37][N:38]([CH3:39])[CH3:40]>>[CH2:1]1[O:2][CH2:3][CH2:4][c:5]2[c:6]1[cH:7][cH:8][c:9]([N:11]1[C:24](=[O:26])[O:27][CH:28]([CH2:29][NH:30][C:31]([CH3:32])=[O:33])[CH2:34]1)[cH:10]2. Starting materials: Cc1cc(C=O)cc(C)c1OS(=O)(=O)C(F)(F)F, [Cl-], OB(O)c1ccc(C(F)(F)F)cc1, [K+], [K+], [Li+], O=C([O-])[O-], c1ccc(P(c2ccccc2)(c2ccccc2)[Pd](P(c2ccccc2)(c2ccccc2)c2ccccc2)(P(c2ccccc2)(c2ccccc2)c2ccccc2)P(c2ccccc2)(c2ccccc2)c2ccccc2)cc1. The product is Cc1cc(C=O)cc(C)c1-c1ccc(C(F)(F)F)cc1. Reaction SMILES: [CH:1](=[O:2])[c:3]1[cH:4][c:5]([CH3:18])[c:6]([O:10][S:11]([C:12]([F:13])([F:14])[F:15])(=[O:16])=[O:17])[c:7]([CH3:9])[cH:8]1.[Cl-:32].[F:19][C:20]([c:21]1[cH:22][cH:23][c:24]([B:27]([OH:28])[OH:29])[cH:25][cH:26]1)([F:30])[F:31].[K+:34].[K+:35].[Li+:33].[O-:36][C:37]([O-:38])=[O:39].[cH:40]1[cH:41][cH:42][c:43]([P:44]([Pd:45]([P:46]([c:47]2[cH:48][cH:49][cH:50][cH:51][cH:52]2)([c:53]2[cH:54][cH:55][cH:56][cH:57][cH:58]2)[c:59]2[cH:60][cH:61][cH:62][cH:63][cH:64]2)([P:65]([c:66]2[cH:67][cH:68][cH:69][cH:70][cH:71]2)([c:72]2[cH:73][cH:74][cH:75][cH:76][cH:77]2)[c:78]2[cH:79][cH:80][cH:81][cH:82][cH:83]2)[P:84]([c:85]2[cH:86][cH:87][cH:88][cH:89][cH:90]2)([c:91]2[cH:92][cH:93][cH:94][cH:95][cH:96]2)[c:97]2[cH:98][cH:99][cH:100][cH:101][cH:102]2)([c:103]2[cH:104][cH:105][cH:106][cH:107][cH:108]2)[c:109]2[cH:110][cH:111][cH:112][cH:113][cH:114]2)[cH:115][cH:116]1>>[CH:1](=[O:2])[c:3]1[cH:4][c:5]([CH3:18])[c:6](-[c:24]2[cH:23][cH:22][c:21]([C:20]([F:19])([F:30])[F:31])[cH:26][cH:25]2)[c:7]([CH3:9])[cH:8]1. The reactants are C=O (Formaldehyde), CC=1C(=NC(=NC1)NC=1C=NC(=CC1)C1CCNCC1)CCC1=C(C=CC=C1)CC(=O)N (2-(2-(2-(5-Methyl-2-((6-(piperidin-4-yl)pyridin-3-yl)amino)pyrimidin-4-yl)ethyl)phenyl)acetamide), C(C)(=O)O[BH-](OC(C)=O)OC(C)=O.[Na+] (sodium triacetoxyborohydride), C=O (formaldehyde), C(C)(=O)O[BH-](OC(C)=O)OC(C)=O.[Na+] (sodium triacetoxyborohydride). The solvent is CO (MeOH). Run at time 15 minute. The product is CC=1C(=NC(=NC1)NC=1C=NC(=CC1)C1CCN(CC1)C)CCC1=C(C=CC=C1)CC(=O)N (2-(2-(2-(5-methyl-2-((6-(1-methylpiperidin-4-yl)pyridin-3-yl)amino)pyrimidin-4-yl)ethyl)phenyl)acetamide), solid. The yield is 61.0%. As a reaction SMILES: C=O.[CH3:3][C:4]1[C:5]([CH2:23][CH2:24][C:25]2[CH:30]=[CH:29][CH:28]=[CH:27][C:26]=2[CH2:31][C:32]([NH2:34])=[O:33])=[N:6][C:7]([NH:10][C:11]2[CH:12]=[N:13][C:14]([CH:17]3[CH2:22][CH2:21][NH:20][CH2:19][CH2:18]3)=[CH:15][CH:16]=2)=[N:8][CH:9]=1.[C:35](O[BH-](OC(=O)C)OC(=O)C)(=O)C.[Na+]>CO>[CH3:3][C:4]1[C:5]([CH2:23][CH2:24][C:25]2[CH:30]=[CH:29][CH:28]=[CH:27][C:26]=2[CH2:31][C:32]([NH2:34])=[O:33])=[N:6][C:7]([NH:10][C:11]2[CH:12]=[N:13][C:14]([CH:17]3[CH2:22][CH2:21][N:20]([CH3:35])[CH2:19][CH2:18]3)=[CH:15][CH:16]=2)=[N:8][CH:9]=1 |f:2.3|. Procedure details: Formaldehyde (37% wt. in H2O; 0.017 mL, 0.22 mmol) was added to a solution of 2-(2-(2-(5-methyl-2-((6-(piperidin-4-yl)pyridin-3-yl)amino)pyrimidin-4-yl)ethyl)phenyl)acetamide (4) (32 mg, 0.07 mmol) in MeOH (4 mL) under an atmosphere of nitrogen. The resulting solution was stirred for 15 minutes at room temperature then sodium triacetoxyborohydride (63 mg, 0.30 mmol) was added in one portion. After stirring at room temperature for 18 hours a further portion of formaldehyde (37 wt. % in H2O; 0.017... Reactants: CCOC(=O)N1c2ccc(C(F)(F)F)cc2C(Nc2nc(S(C)(=O)=O)ncc2Cc2cc(C(F)(F)F)cc(C(F)(F)F)c2)CC1CC, CCOC(C)=O, CN1CCN(C)C1=O, NCCO, O. Product: CCOC(=O)N1c2ccc(C(F)(F)F)cc2C(Nc2nc(NCCO)ncc2Cc2cc(C(F)(F)F)cc(C(F)(F)F)c2)CC1CC. As a reaction SMILES: [CH2:1]([CH3:2])[O:3][C:4](=[O:5])[N:6]1[CH:7]([CH2:46][CH3:47])[CH2:8][CH:9]([NH:20][c:21]2[n:22][c:23]([S:42]([CH3:43])(=[O:44])=[O:45])[n:24][cH:25][c:26]2[CH2:27][c:28]2[cH:29][c:30]([C:38]([F:39])([F:40])[F:41])[cH:31][c:32]([C:34]([F:35])([F:36])[F:37])[cH:33]2)[c:10]2[cH:11][c:12]([C:16]([F:17])([F:18])[F:19])[cH:13][cH:14][c:15]21.[CH3:53][CH2:54][O:55][C:56](=[O:57])[CH3:58].[CH3:59][N:60]1[CH2:61][CH2:62][N:63]([CH3:64])[C:65]1=[O:66].[NH2:48][CH2:49][CH2:50][OH:51].[OH2:52]>>[CH2:1]([CH3:2])[O:3][C:4](=[O:5])[N:6]1[CH:7]([CH2:46][CH3:47])[CH2:8][CH:9]([NH:20][c:21]2[n:22][c:23]([NH:48][CH2:49][CH2:50][OH:51])[n:24][cH:25][c:26]2[CH2:27][c:28]2[cH:29][c:30]([C:38]([F:39])([F:40])[F:41])[cH:31][c:32]([C:34]([F:35])([F:36])[F:37])[cH:33]2)[c:10]2[cH:11][c:12]([C:16]([F:17])([F:18])[F:19])[cH:13][cH:14][c:15]21. Starting materials: BrCCCCCC#N (6-Bromohexanenitrile), ClC1=CC=C(C=C1)O (4-chlorophenol), C(=O)([O-])[O-].[K+].[K+] (K2CO3). Run in CN(C)C=O (DMF). Conditions: temperature 95 celsius, time 3 hour. The product is ClC1=CC=C(OCCCCCC#N)C=C1 (6-(4-Chloro-phenoxy)-hexanenitrile). RXN SMILES: Br[CH2:2][CH2:3][CH2:4][CH2:5][CH2:6][C:7]#[N:8].[Cl:9][C:10]1[CH:15]=[CH:14][C:13]([OH:16])=[CH:12][CH:11]=1.C([O-])([O-])=O.[K+].[K+]>CN(C=O)C>[Cl:9][C:10]1[CH:15]=[CH:14][C:13]([O:16][CH2:2][CH2:3][CH2:4][CH2:5][CH2:6][C:7]#[N:8])=[CH:12][CH:11]=1 |f:2.3.4|. Reported procedure: 6-Bromohexanenitrile (2.65 mL, 20 mmol) and 4-chlorophenol (2.57 g, 20 mmol) were dissolved in DMF (50 mL). After addition of K2CO3 (5.53 g, 40 mmol) the mixture was stirred at 95° C. for 3 h. The solvent was evaporated under reduced pressure and the residue was partitioned between water (80 mL) and Et2O (200 mL). The org. layer was separated, washed with pH 7 phosphate buffer solution (1×50 ml), dried over Na2SO4, filtered and the solvent was removed under reduced pressure to give the title com... The reactants are ClCCl, COc1ccc(-c2ccnn2Cc2ccc(C(=O)O)cc2)cc1OC1CCOC1, CCN=C=NCCCN(C)C, COc1ccc(S(N)(=O)=O)cc1, CN(C)c1ccncc1, CCOC(C)=O, Cl, [Na+], O=C([O-])O, O. The product is COc1ccc(S(=O)(=O)NC(=O)c2ccc(Cn3nccc3-c3ccc(OC)c(OC4CCOC4)c3)cc2)cc1. RXN SMILES: [CH2:75]([Cl:76])[Cl:77].[CH3:1][O:2][c:3]1[c:4]([O:24][CH:25]2[CH2:26][O:27][CH2:28][CH2:29]2)[cH:5][c:6](-[c:9]2[cH:10][cH:11][n:12][n:13]2[CH2:14][c:15]2[cH:16][cH:17][c:18]([C:19](=[O:20])[OH:21])[cH:22][cH:23]2)[cH:7][cH:8]1.[CH3:31][N:32]([CH3:33])[CH2:34][CH2:35][CH2:36][N:37]=[C:38]=[N:39][CH2:40][CH3:41].[CH3:42][O:43][c:44]1[cH:45][cH:46][c:47]([S:50](=[O:51])(=[O:52])[NH2:53])[cH:48][cH:49]1.[CH3:59][N:60]([CH3:61])[c:62]1[cH:63][cH:64][n:65][cH:66][cH:67]1.[CH3:68][CH2:69][O:70][C:71](=[O:72])[CH3:73].[ClH:30].[Na+:58].[O-:54][C:55]([OH:56])=[O:57].[OH2:74]>>[CH3:1][O:2][c:3]1[c:4]([O:24][CH:25]2[CH2:26][O:27][CH2:28][CH2:29]2)[cH:5][c:6](-[c:9]2[cH:10][cH:11][n:12][n:13]2[CH2:14][c:15]2[cH:16][cH:17][c:18]([C:19](=[O:20])[NH:53][S:50]([c:47]3[cH:46][cH:45][c:44]([O:43][CH3:42])[cH:49][cH:48]3)(=[O:51])=[O:52])[cH:22][cH:23]2)[cH:7][cH:8]1. Product: ClC1=C(CN2CCN(CC2)C2=C3C(=NC(=NC3=CC=C2)N)N)C=CC(=C1)Cl (5-[4-(2,4-Dichloro-benzyl)-piperazin-1-yl]-quinazoline-2,4-diamine). Yield: 60.0%. RXN SMILES: [N:1]1([C:7]2[CH:16]=[CH:15][CH:14]=[C:13]3[C:8]=2[C:9]([NH2:18])=[N:10][C:11]([NH2:17])=[N:12]3)[CH2:6][CH2:5][NH:4][CH2:3][CH2:2]1.[Cl:19][C:20]1[CH:27]=[C:26]([Cl:28])[CH:25]=[CH:24][C:21]=1[CH2:22]Cl>>[Cl:19][C:20]1[CH:27]=[C:26]([Cl:28])[CH:25]=[CH:24][C:21]=1[CH2:22][N:4]1[CH2:5][CH2:6][N:1]([C:7]2[CH:16]=[CH:15][CH:14]=[C:13]3[C:8]=2[C:9]([NH2:18])=[N:10][C:11]([NH2:17])=[N:12]3)[CH2:2][CH2:3]1. The reactants are N1(CCNCC1)C1=C2C(=NC(=NC2=CC=C1)N)N (5-piperazin-1-yl-quinazoline-2,4-diamine), ClC1=C(CCl)C=CC(=C1)Cl (2,4-Dichlorobenzyl Chloride). Procedure details: Title compound was prepared via Resin Method using 5-piperazin-1-yl-quinazoline-2,4-diamine (50 mg; 0.2 mmol) and 2,4-Dichlorobenzyl Chloride (72.3 mg; 0.37 mmol) to obtain 48.3 mg. (60% yield). 1H NMR (400 MHz, DMSO-d6) δ 9.71 (s, 1H), 8.49 (s, 1H), 7.60 (m, 3H), 7.44 (m, 1H), 7.16 (m, 2H), 3.66 (s, 2H), 3.02 (br d, J=10.8 Hz, 3H), 2.90 (m, 4H), 2.41 (m, 2H). ESIMS+403.5 m/z Starting materials: IC (iodomethane), IC (Iodomethane), SC=1NC(=C(N1)C(=O)OCC)C(=O)OCC (diethyl 2-mercapto-4,5-imidazole-dicarboxylate), C[O-].[Na+] (sodium methoxide). Solvent: CO (methanol). Reaction conditions: time 3 hour. Yields the product CSC=1NC(=C(N1)C(=O)OCC)C(=O)OCC (diethyl 2-(methylthio)imidazole-4,5-dicarboxylate). Yield: 86.3%. Reaction SMILES: I[CH3:2].[SH:3][C:4]1[NH:5][C:6]([C:14]([O:16][CH2:17][CH3:18])=[O:15])=[C:7]([C:9]([O:11][CH2:12][CH3:13])=[O:10])[N:8]=1.C[O-].[Na+]>CO>[CH3:2][S:3][C:4]1[NH:8][C:7]([C:9]([O:11][CH2:12][CH3:13])=[O:10])=[C:6]([C:14]([O:16][CH2:17][CH3:18])=[O:15])[N:5]=1 |f:2.3|. Reported procedure: Iodomethane (15.62 g; 0.11 mol) was added to a solution of 24.4 g (0.10 mol) of the above-produced diethyl 2-mercapto-4,5-imidazole-dicarboxylate (24.4 g; 0.10 mol) and sodium methoxide (6.0; 0.11 mol) in absolute methanol (500 mL) at room temperature. Additional iodomethane (5 g) was added after 1 hour and the yellow solution was allowed to stir at room temperature for 3 hours. The methanol was then removed in vacuo, the residue was treated with cold water and the light yellow solid was filtere...